Dataset: the Open Reaction Database (ORD), a public repository of structured organic reaction records. Task: describe an organic reaction: reactants, conditions, products, and yield Reactants: C(C)OC(=O)C1=NOC(=N1)C(CC1=CC=CC=C1)NC (5-(1-Methylamino-2-phenylethyl)-[1,2,4]oxadiazole-3-carboxylic acid ethylester), C(C1=CC=CC=C1)N (Benzylamine). The solvent is C(C)O (ethanol). Conditions: temperature 20 celsius, time 18 hour. The product is C(C1=CC=CC=C1)NC(=O)C1=NOC(=N1)C(CC1=CC=CC=C1)NC (5-(1-Methylamino-2-phenylethyl)-[1,2,4]oxadiazole-3-carboxylic acid benzylamide). Reaction SMILES: C(O[C:4]([C:6]1[N:10]=[C:9]([CH:11]([NH:19][CH3:20])[CH2:12][C:13]2[CH:18]=[CH:17][CH:16]=[CH:15][CH:14]=2)[O:8][N:7]=1)=[O:5])C.[CH2:21]([NH2:28])[C:22]1[CH:27]=[CH:26][CH:25]=[CH:24][CH:23]=1>C(O)C>[CH2:21]([NH:28][C:4]([C:6]1[N:10]=[C:9]([CH:11]([NH:19][CH3:20])[CH2:12][C:13]2[CH:14]=[CH:15][CH:16]=[CH:17][CH:18]=2)[O:8][N:7]=1)=[O:5])[C:22]1[CH:27]=[CH:26][CH:25]=[CH:24][CH:23]=1. Reported procedure: 5-(1-Methylamino-2-phenylethyl)-[1,2,4]oxadiazole-3-carboxylic acid ethylester (3.3 g, 9.0 mmol) was dissolved in ethanol (30 ml). Benzylamine (3 ml) was added and the reaction mixture was stirred for 18 h at 20° C. The reaction mixture was concentrated in vacuo and the residue was crystallised from ethanol to give 2.07 g of (R) 5-(1-methylamino-2-phenylethyl)-[1,2,4]oxadiazole-3-carboxylic acid benzylamide.